From a dataset of the Open Reaction Database (ORD), a public repository of structured organic reaction records. describe an organic reaction: reactants, conditions, products, and yield The reactants are CN(C1CCCCC1)C1CCCCC1, O=Cc1cc(Cl)cc2cn[nH]c12, C[Si](C)(C)CCOCCl, C1CCOC1. The product is C[Si](C)(C)CCOCn1cc2cc(Cl)cc(C=O)c2n1. RXN SMILES: [CH3:13][N:14]([CH:15]1[CH2:16][CH2:17][CH2:18][CH2:19][CH2:20]1)[CH:21]1[CH2:22][CH2:23][CH2:24][CH2:25][CH2:26]1.[Cl:1][c:2]1[cH:3][c:4]2[cH:5][n:6][nH:7][c:8]2[c:9]([CH:11]=[O:12])[cH:10]1.[Cl:27][CH2:28][O:29][CH2:30][CH2:31][Si:32]([CH3:33])([CH3:34])[CH3:35].[O:36]1[CH2:37][CH2:38][CH2:39][CH2:40]1>>[Cl:1][c:2]1[cH:3][c:4]2[cH:5][n:6]([CH2:28][O:29][CH2:30][CH2:31][Si:32]([CH3:33])([CH3:34])[CH3:35])[n:7][c:8]2[c:9]([CH:11]=[O:12])[cH:10]1. Starting materials: C1(=CC=CC=C1)C.C(C=CCCC=CC=CC)(=O)O (2,6,8-decatrienic acid toluene), CN(C)C=O (DMF), S(=O)(Cl)Cl (Thionyl chloride). The solvent is C1(=CC=CC=C1)C (toluene). Conditions: temperature 5 celsius, time 0.5 hour. The product is C(C=CCCC=CC=CC)(=O)Cl (2,6,8-decatrienoic acid chloride). RXN SMILES: C1(C)C=CC=CC=1.[C:8]([OH:19])(=O)[CH:9]=[CH:10][CH2:11][CH2:12][CH:13]=[CH:14][CH:15]=[CH:16][CH3:17].CN(C=O)C.S(Cl)([Cl:27])=O>C1(C)C=CC=CC=1>[C:8]([Cl:27])(=[O:19])[CH:9]=[CH:10][CH2:11][CH2:12][CH:13]=[CH:14][CH:15]=[CH:16][CH3:17] |f:0.1|. Reported procedure: In an atmosphere of nitrogen, the 2,6,8-decatrienic acid toluene solution obtained in the above and DMF (3.7 g, 0.05 mol) were added to a 100 ml capacity flask, followed by cooling to 5° C. Thionyl chloride (11.9 g, 0.10 mol) was added dropwise to this and stirring was carried out at 5° C. for 0.5 hour to obtain a toluene solution of 2,6,8-decatrienoic acid chloride. The reactants are NC1=CC=C2C(=N1)C(=CN2)C2CCN(CC2)C (5-amino-3-(1-methylpiperidin-4-yl)pyrrolo[3,2-b]pyridine), C(C)N=C=S (ethyl isothiocyanate). The product is C(C)NC(=S)NC1=CC=C2C(=N1)C(=CN2)C2CCN(CC2)C (N-[ethyl]-N'-[3-(1-methylpiperidin-4-yl)pyrrolo[3,2-b]pyridin-5-yl]thiourea). The yield is 15.5%. As a reaction SMILES: [NH2:1][C:2]1[N:7]=[C:6]2[C:8]([CH:11]3[CH2:16][CH2:15][N:14]([CH3:17])[CH2:13][CH2:12]3)=[CH:9][NH:10][C:5]2=[CH:4][CH:3]=1.[CH2:18]([N:20]=[C:21]=[S:22])[CH3:19]>>[CH2:18]([NH:20][C:21]([NH:1][C:2]1[N:7]=[C:6]2[C:8]([CH:11]3[CH2:16][CH2:15][N:14]([CH3:17])[CH2:13][CH2:12]3)=[CH:9][NH:10][C:5]2=[CH:4][CH:3]=1)=[S:22])[CH3:19]. Reported procedure: Beginning with 0.15 gm (0.65 mMol) 5-amino-3-(1-methylpiperidin-4-yl)pyrrolo[3,2-b]pyridine and 0.068 mL (0.78 mMol) ethyl isothiocyanate, 0.032 gm (10%) of the title compound were recovered essentially by the procedure of Example 122. An analytical sample was crystallized from aqueous ethanol. Starting materials: O1C(OCC1)C1=CC=CC(=N1)C=O (6-[1,3]dioxolan-2-yl-pyridine-2-carbaldehyde), S(=O)(=O)(C1=CC=C(C)C=C1)CN=C=O (tosylmethyl isocyanate), C([O-])([O-])=O.[K+].[K+] (potassium carbonate). Solvent: CO (methanol). The product is O1C(OCC1)C1=NC(=CC=C1)C1=CN=CO1 (2-[1,3]dioxolan-2-yl-6-oxazol-5-yl-pyridine). As a reaction SMILES: [O:1]1[CH2:5][CH2:4][O:3][CH:2]1[C:6]1[N:11]=[C:10]([CH:12]=[O:13])[CH:9]=[CH:8][CH:7]=1.S([CH2:24][N:25]=[C:26]=O)(C1C=CC(C)=CC=1)(=O)=O.C(=O)([O-])[O-].[K+].[K+]>CO>[O:1]1[CH2:5][CH2:4][O:3][CH:2]1[C:6]1[CH:7]=[CH:8][CH:9]=[C:10]([C:12]2[O:13][CH:26]=[N:25][CH:24]=2)[N:11]=1 |f:2.3.4|. Procedure: 1 g of 6-[1,3]dioxolan-2-yl-pyridine-2-carbaldehyde (5.58 mmol), 1.10 g of tosylmethyl isocyanate (5.63 mmol) and 0.80 g of potassium carbonate (5.79 mmol) are mixed in 15 ml of methanol. The suspension is heated under reflux for 2 hours. The methanol is separated off, the residue is taken up in a saturated aqueous solution of sodium chloride and the mixture is extracted with ethyl acetate. The organic phase is dried over magnesium sulfate, filtered and then concentrated under vacuum. The title ... Starting materials: C1CCOC1, COC(=O)c1cc(C2=CCCO2)c(C(F)(F)F)cc1NC(C)=O. The product is COC(=O)c1cc(C2CCCO2)c(C(F)(F)F)cc1NC(C)=O. Reaction SMILES: [CH2:24]1[O:25][CH2:26][CH2:27][CH2:28]1.[CH3:1][O:2][C:3]([c:4]1[c:5]([NH:19][C:20]([CH3:21])=[O:22])[cH:6][c:7]([C:15]([F:16])([F:17])[F:18])[c:8]([C:10]2=[CH:14][CH2:13][CH2:12][O:11]2)[cH:9]1)=[O:23]>>[CH3:1][O:2][C:3]([c:4]1[c:5]([NH:19][C:20]([CH3:21])=[O:22])[cH:6][c:7]([C:15]([F:16])([F:17])[F:18])[c:8]([CH:10]2[O:11][CH2:12][CH2:13][CH2:14]2)[cH:9]1)=[O:23]. Starting materials: [BH4-], C1CCOC1, Cl, CSc1c(F)cc(C=O)cc1F, [Na+], O. Yields the product CSc1c(F)cc(CO)cc1F. RXN SMILES: [BH4-:13].[CH2:17]1[O:18][CH2:19][CH2:20][CH2:21]1.[ClH:15].[F:1][c:2]1[cH:3][c:4]([CH:5]=[O:6])[cH:7][c:8]([F:12])[c:9]1[S:10][CH3:11].[Na+:14].[OH2:16]>>[F:1][c:2]1[cH:3][c:4]([CH2:5][OH:6])[cH:7][c:8]([F:12])[c:9]1[S:10][CH3:11].